From a dataset of the Open Reaction Database (ORD), a public repository of structured organic reaction records. describe an organic reaction: reactants, conditions, products, and yield The reactants are CCOC(=O)C(C)(C)Oc1cccc(-c2cc(NCCc3ccc(OC)cc3)nc(OC)n2)c1, C1CCOC1, CO, [Na+], [OH-], O. Yields the product COc1ccc(CCNc2cc(-c3cccc(OC(C)(C)C(=O)O)c3)nc(OC)n2)cc1. RXN SMILES: [CH2:1]([CH3:2])[O:3][C:4]([C:5]([CH3:6])([CH3:7])[O:8][c:9]1[cH:10][c:11](-[c:15]2[n:16][c:17]([O:32][CH3:33])[n:18][c:19]([NH:21][CH2:22][CH2:23][c:24]3[cH:25][cH:26][c:27]([O:30][CH3:31])[cH:28][cH:29]3)[cH:20]2)[cH:12][cH:13][cH:14]1)=[O:34].[CH2:39]1[O:40][CH2:41][CH2:42][CH2:43]1.[CH3:37][OH:38].[Na+:36].[OH-:35].[OH2:44]>>[O:3]=[C:4]([C:5]([CH3:6])([CH3:7])[O:8][c:9]1[cH:10][c:11](-[c:15]2[n:16][c:17]([O:32][CH3:33])[n:18][c:19]([NH:21][CH2:22][CH2:23][c:24]3[cH:25][cH:26][c:27]([O:30][CH3:31])[cH:28][cH:29]3)[cH:20]2)[cH:12][cH:13][cH:14]1)[OH:34]. The product is COC(=O)C1=CC=C2C(=CNC2=C1)CC (3-ethyl-1H-indole-6-carboxylic acid methyl ester). The reactants are COC(=O)C1=CC=C2C(=CNC2=C1)C(C)=O (3-acetyl-1H-indole-6-carboxylic acid methyl ester), B.C1CCOC1 (BH3-THF), B.C1CCOC1 (BH3-THF). Solvent: C1CCOC1 (THF). Run at time 2 hour. As a reaction SMILES: [CH3:1][O:2][C:3]([C:5]1[CH:13]=[C:12]2[C:8]([C:9]([C:14](=O)[CH3:15])=[CH:10][NH:11]2)=[CH:7][CH:6]=1)=[O:4].B.C1COCC1>C1COCC1>[CH3:1][O:2][C:3]([C:5]1[CH:13]=[C:12]2[C:8]([C:9]([CH2:14][CH3:15])=[CH:10][NH:11]2)=[CH:7][CH:6]=1)=[O:4] |f:1.2|. Reported procedure: To a solution of 3-acetyl-1H-indole-6-carboxylic acid methyl ester (0.65 g, 3.0 mmole) in THF (30 mL) was added BH3-THF (1.0M, 9 mL, 9 mmol). The solution was heated to reflux and then more BH3-THF (5 mL) was added. After allowing to cool and stirring for 2 hr at room temperature, the solvent was removed and the remaining material was diluted in ethyl acetate (100 mL) and washed with dilute NaHCO3 (200 mL). The organic layer was dried (MgSO4), filtered and concentrated. The remaining material wa... Isolated yield 73.8%. Reactants: ClC1=NC=CC(=C1)N1CCC(CC1)NC1=NN2C(C(=CC=C2)C2=CC(=C(C=C2)F)F)=N1 (N-(1-(2-chloropyridin-4-yl)piperidin-4-yl)-8-(3,4-difluorophenyl)-[1,2,4]triazolo[1,5-a]pyridin-2-amine), [O-]CC.[Na+] (sodium ethoxide), [O-]CC.[Na+] (sodium ethoxide). The solvent is CCO (EtOH). Reaction conditions: temperature 150 celsius. The product is C(C)OC1=C(C=C(C=C1)C=1C=2N(C=CC1)N=C(N2)NC2CCN(CC2)C2=CC=NC=C2)F (8-(4-Ethoxy-3-fluorophenyl)-N-(1-(pyridin-4-yl)piperidin-4-yl)-[1,2,4]triazolo[1,5-a]pyridin-2-amine). RXN SMILES: Cl[C:2]1[CH:7]=[C:6]([N:8]2[CH2:13][CH2:12][CH:11]([NH:14][C:15]3[N:31]=[C:18]4[C:19]([C:23]5[CH:28]=[CH:27][C:26](F)=[C:25]([F:30])[CH:24]=5)=[CH:20][CH:21]=[CH:22][N:17]4[N:16]=3)[CH2:10][CH2:9]2)[CH:5]=[CH:4][N:3]=1.[O-:32][CH2:33][CH3:34].[Na+]>CCO>[CH2:33]([O:32][C:26]1[CH:27]=[CH:28][C:23]([C:19]2[C:18]3[N:17]([N:16]=[C:15]([NH:14][CH:11]4[CH2:10][CH2:9][N:8]([C:6]5[CH:5]=[CH:4][N:3]=[CH:2][CH:7]=5)[CH2:13][CH2:12]4)[N:31]=3)[CH:22]=[CH:21][CH:20]=2)=[CH:24][C:25]=1[F:30])[CH3:34] |f:1.2|. Reported procedure: To a solution of N-(1-(2-chloropyridin-4-yl)piperidin-4-yl)-8-(3,4-difluorophenyl)-[1,2,4]triazolo[1,5-a]pyridin-2-amine (example 169c) (88 mg, 0.20 mmol) in EtOH (1 mL) was added sodium ethoxide solution (21% in ethanol, 75 L, 0.2 mmol) and the reaction mixture was heated in the microwave to 150° C. for 30 minutes and then sodium ethoxide solution (21% in ethanol, 75 L, 0.2 mmol) was added and the resulting mixture heated to 150° C. for another 30 minutes. The mixture was then evaporated. Starting materials: C1CCOC1, COC(=O)c1sc2cc(F)ccc2c1C1CCN(CCCn2nc(-c3ccc(C(F)(F)F)cc3)c3c2CCN(S(C)(=O)=O)C3)CC1, Cl, [K+], [OH-], O. The product is CS(=O)(=O)N1CCc2c(c(-c3ccc(C(F)(F)F)cc3)nn2CCCN2CCC(c3c(C(=O)O)sc4cc(F)ccc34)CC2)C1. As a reaction SMILES: [CH2:50]1[O:51][CH2:52][CH2:53][CH2:54]1.[CH3:1][O:2][C:3](=[O:4])[c:5]1[c:6]([CH:15]2[CH2:16][CH2:17][N:18]([CH2:21][CH2:22][CH2:23][n:24]3[n:25][c:26](-[c:37]4[cH:38][cH:39][c:40]([C:43]([F:44])([F:45])[F:46])[cH:41][cH:42]4)[c:27]4[c:32]3[CH2:31][CH2:30][N:29]([S:33](=[O:34])(=[O:35])[CH3:36])[CH2:28]4)[CH2:19][CH2:20]2)[c:7]2[c:8]([s:9]1)[cH:10][c:11]([F:14])[cH:12][cH:13]2.[ClH:49].[K+:48].[OH-:47].[OH2:55]>>[O:2]=[C:3]([OH:4])[c:5]1[c:6]([CH:15]2[CH2:16][CH2:17][N:18]([CH2:21][CH2:22][CH2:23][n:24]3[n:25][c:26](-[c:37]4[cH:38][cH:39][c:40]([C:43]([F:44])([F:45])[F:46])[cH:41][cH:42]4)[c:27]4[c:32]3[CH2:31][CH2:30][N:29]([S:33](=[O:34])(=[O:35])[CH3:36])[CH2:28]4)[CH2:19][CH2:20]2)[c:7]2[c:8]([s:9]1)[cH:10][c:11]([F:14])[cH:12][cH:13]2. Reactants: [N+](=O)([O-])C1=C(C=CC=C1)B(O)O (2-nitrophenylboronic acid), BrC1=C(C(=CC=C1)[N+](=O)[O-])C (2-bromo-6-nitrotoluene). Reagents/catalysts: C=1C=CC(=CC1)[P](C=2C=CC=CC2)(C=3C=CC=CC3)[Pd]([P](C=4C=CC=CC4)(C=5C=CC=CC5)C=6C=CC=CC6)([P](C=7C=CC=CC7)(C=8C=CC=CC8)C=9C=CC=CC9)[P](C=1C=CC=CC1)(C=1C=CC=CC1)C=1C=CC=CC1 (tetrakis(triphenylphosphine)palladium(0)). The product is [N+](=O)([O-])C=1C=C(C=CC1)C1=C(C(=CC=C1)[N+](=O)[O-])C (2-(3-nitrophenyl)-6-nitrotoluene). Yield: 139.2%. As a reaction SMILES: [N+:1]([C:4]1[CH:9]=[CH:8][CH:7]=[CH:6][C:5]=1B(O)O)([O-:3])=[O:2].Br[C:14]1[CH:19]=[CH:18][CH:17]=[C:16]([N+:20]([O-:22])=[O:21])[C:15]=1[CH3:23]>C1C=CC([P]([Pd]([P](C2C=CC=CC=2)(C2C=CC=CC=2)C2C=CC=CC=2)([P](C2C=CC=CC=2)(C2C=CC=CC=2)C2C=CC=CC=2)[P](C2C=CC=CC=2)(C2C=CC=CC=2)C2C=CC=CC=2)(C2C=CC=CC=2)C2C=CC=CC=2)=CC=1>[N+:1]([C:4]1[CH:9]=[C:8]([C:14]2[CH:19]=[CH:18][CH:17]=[C:16]([N+:20]([O-:22])=[O:21])[C:15]=2[CH3:23])[CH:7]=[CH:6][CH:5]=1)([O-:3])=[O:2] |^1:27,29,48,67|. Procedure details: The procedure of Example 12 was used except that the starting material was 1.3 g of 2-nitrophenylboronic acid which was reacted with 3 g of 2-bromo-6-nitrotoluene and 0.480 g of tetrakis(triphenylphosphine)palladium(0). In this way, 2.8 g (79% yield) of yellowish crystals were obtained. Reactants: COc1c(COC2CCCCO2)nc(OCc2ccccc2)c(CC(C)C)[n+]1[O-], CO, CCOCC, Cl. Yields the product COc1c(CO)nc(OCc2ccccc2)c(CC(C)C)[n+]1[O-]. Reaction SMILES: [CH2:1]([c:2]1[cH:3][cH:4][cH:5][cH:6][cH:7]1)[O:8][c:9]1[c:10]([CH2:26][CH:27]([CH3:28])[CH3:29])[n+:11]([O-:25])[c:12]([O:23][CH3:24])[c:13]([CH2:15][O:16][CH:17]2[CH2:18][CH2:19][CH2:20][CH2:21][O:22]2)[n:14]1.[CH3:30][OH:31].[CH3:33][CH2:34][O:35][CH2:36][CH3:37].[ClH:32]>>[CH2:1]([c:2]1[cH:3][cH:4][cH:5][cH:6][cH:7]1)[O:8][c:9]1[c:10]([CH2:26][CH:27]([CH3:28])[CH3:29])[n+:11]([O-:25])[c:12]([O:23][CH3:24])[c:13]([CH2:15][OH:16])[n:14]1. Starting materials: COC(=O)C=1C(=C2C=C(C(N(C2=C(N1)C#N)CC1=CC=CC=C1)=O)C1=CC=CC=C1)O (1-benzyl-8-cyano-5-hydroxy-2-oxo-3-phenyl-1,2-dihydro-[1,7]naphthyridine-6-carboxylic acid methyl ester), N[C@@H](CC1=CC=CC=C1)C(=O)O (L-phenylalanine), C[O-].[Na+] (NaOMe). Solvent: COCCO (2-methoxyethanol). Yields the product C(C1=CC=CC=C1)N1C(C(=CC2=C(C(=NC(=C12)C#N)C(=O)N[C@H](C(=O)O)CC1=CC=CC=C1)O)C1=CC=CC=C1)=O ((S)-2-[(1-Benzyl-8-cyano-5-hydroxy-2-oxo-3-phenyl-1,2-dihydro-[1,7]naphthyridine-6-carbonyl)-amino]-3-phenyl-propionic acid). Isolated yield 93.1%. As a reaction SMILES: CO[C:3]([C:5]1[C:6]([OH:31])=[C:7]2[C:12](=[C:13]([C:15]#[N:16])[N:14]=1)[N:11]([CH2:17][C:18]1[CH:23]=[CH:22][CH:21]=[CH:20][CH:19]=1)[C:10](=[O:24])[C:9]([C:25]1[CH:30]=[CH:29][CH:28]=[CH:27][CH:26]=1)=[CH:8]2)=[O:4].[NH2:32][C@H:33]([C:41]([OH:43])=[O:42])[CH2:34][C:35]1[CH:40]=[CH:39][CH:38]=[CH:37][CH:36]=1.C[O-].[Na+]>COCCO>[CH2:17]([N:11]1[C:12]2[C:7](=[C:6]([OH:31])[C:5]([C:3]([NH:32][C@@H:33]([CH2:34][C:35]3[CH:40]=[CH:39][CH:38]=[CH:37][CH:36]=3)[C:41]([OH:43])=[O:42])=[O:4])=[N:14][C:13]=2[C:15]#[N:16])[CH:8]=[C:9]([C:25]2[CH:26]=[CH:27][CH:28]=[CH:29][CH:30]=2)[C:10]1=[O:24])[C:18]1[CH:19]=[CH:20][CH:21]=[CH:22][CH:23]=1 |f:2.3|. Procedure details: A mixture of 1-benzyl-8-cyano-5-hydroxy-2-oxo-3-phenyl-1,2-dihydro-[1,7]naphthyridine-6-carboxylic acid methyl ester (30 mg, 0.073 mmol), L-phenylalanine (241 mg, 1.46 mmol), and NaOMe (59 mg, 1.09 mmol) in 2-methoxyethanol (10 mL) was refluxed for 3 h. After the mixture was cooled to r.t., solvent was evaporated in vacuo. The residue was partitioned between EtOAc and water. 1 M HCl was added with vigorous stirring until pH was about 2. The organic layer was dried over MgSO4 and concentrated. Th...